This data is from the Open Reaction Database (ORD), a public repository of structured organic reaction records. The task is: describe an organic reaction: reactants, conditions, products, and yield Reactants: NC1CCN(CC1)C[C@H]1CN2C(C=CC=3N=CC(N1C23)=O)=O ((2S)-2-[(4-Amino-1-piperidinyl)methyl]-1,2-dihydro-3H,8H-2a,5,8a-triazaacenaphthylene-3,8-dione), C(Cl)(Cl)Cl.CO (chloroform methanol), S1COC=2C=NC(=CC21)C=O ([1,3]oxathiolo[5,4-c]pyridine-6-carbaldehyde), C(C)(=O)O[BH-](OC(C)=O)OC(C)=O.[Na+] (sodium triacetoxyborohydride). Conditions: time 30 minute. The product is Cl.S1COC=2C=NC(=CC21)CNC2CCN(CC2)C[C@H]2CN1C(C=CC=3N=CC(N2C13)=O)=O ((2S)-2-({4-[([1,3]Oxathiolo[5,4-c]pyridin-6-ylmethyl)amino]-1-piperidinyl}methyl)-1,2-dihydro-3H,8H-2a,5,8a-triazaacenaphthylene-3,8-dione hydrochloride). Isolated yield 61.0%. Reaction SMILES: [NH2:1][CH:2]1[CH2:7][CH2:6][N:5]([CH2:8][C@@H:9]2[N:19]3[C:20]4[N:11]([C:12](=[O:22])[CH:13]=[CH:14][C:15]=4[N:16]=[CH:17][C:18]3=[O:21])[CH2:10]2)[CH2:4][CH2:3]1.[S:23]1[C:31]2[CH:30]=[C:29]([CH:32]=O)[N:28]=[CH:27][C:26]=2[O:25][CH2:24]1.C(O[BH-](OC(=O)C)OC(=O)C)(=O)C.[Na+].C(Cl)(Cl)[Cl:49].CO>>[ClH:49].[S:23]1[C:31]2[CH:30]=[C:29]([CH2:32][NH:1][CH:2]3[CH2:7][CH2:6][N:5]([CH2:8][C@@H:9]4[N:19]5[C:20]6[N:11]([C:12](=[O:22])[CH:13]=[CH:14][C:15]=6[N:16]=[CH:17][C:18]5=[O:21])[CH2:10]4)[CH2:4][CH2:3]3)[N:28]=[CH:27][C:26]=2[O:25][CH2:24]1 |f:2.3,4.5,6.7|. Procedure details: (2S)-2-[(4-Amino-1-piperidinyl)methyl]-1,2-dihydro-3H,8H-2a,5,8a-triazaacenaphthylene-3,8-dione (for a preparation see Example 16A(j) (100 mg, 0.332 mmol) was stirred with [1,3]oxathiolo[5,4-c]pyridine-6-carbaldehyde (for a synthesis see WO2004058144 Example 61) (45 mg, 0.811 eq.) in chloroform:methanol (9:1, v:v, 5 ml) at room temperature for 2 hours; the mixture was then treated with sodium triacetoxyborohydride (211 mg, 3.0 eq.) with vigorous stirring at room temperature for 30 mins. The mixt... Starting materials: C(C)(=O)O (acetic acid), C(C)(=O)S[C@H]1C[C@H](N(C1)C)CN1C(NCC1)=O ((2S,4S)-4-acetylthio-1-methyl-2-(2-oxoimidazolidin-1-yl)methylpyrrolidine), C[O-].[Na+] (sodium methoxide). Run in CO (methanol), CO (methanol). Reaction conditions: time 30 minute. Product: S[C@H]1C[C@H](N(C1)C)CN1C(NCC1)=O ((2S,4S)-4-mercapto-1-methyl-2-(2-oxoimidazolidin-1-yl)methylpyrrolidine). Yield: 39.2%. Reaction SMILES: C([S:4][C@@H:5]1[CH2:9][N:8]([CH3:10])[C@H:7]([CH2:11][N:12]2[CH2:16][CH2:15][NH:14][C:13]2=[O:17])[CH2:6]1)(=O)C.C[O-].[Na+].C(O)(=O)C>CO>[SH:4][C@@H:5]1[CH2:9][N:8]([CH3:10])[C@H:7]([CH2:11][N:12]2[CH2:16][CH2:15][NH:14][C:13]2=[O:17])[CH2:6]1 |f:1.2|. Reported procedure: To a solution of (2S,4S)-4-acetylthio-1-methyl-2-(2-oxoimidazolidin-1-yl)methylpyrrolidine (1.83 g) in methanol (20 ml) was added 28% sodium methoxide in methanol solution (1.50 ml) at -10°~-5° C. and the mixture was stirred at the same temperature for 30 minutes. To the reaction mixture was added acetic acid (0.45 ml) at the same temperature and the mixture was evaporated in vacuo. The resulting residue was chromatographed on silica gel (100 g) eluting with a mixture of chloroform and methanol ... Starting materials: C(C)(=O)NC=1SC=CN1 (2-acetylaminothiazole), solution, C(CCC)[Li] (n-butyllithium), N1C=C(C2=CC=CC=C12)C[C@@H](C1=NC2=C(C(O1)=O)C=CC=C2C(F)(F)F)NC(OC(C)(C)C)=O (1,1-dimethylethyl N-[(S) 2-[1H-indol-3-yl]-1-[4-oxo-8-trifluoromethyl-4H-3,1-benzoxazin-2-yl]-ethyl]-carbamate). Solvent: O1CCCC1 (tetrahydrofuran), CCCCCC (hexane), O1CCCC1 (tetrahydrofuran). Yields the product O=C(CC(NC=1SC=CN1)=O)C1=C(C(=CC=C1)C(F)(F)F)NC(=O)[C@H](CC1=CNC2=CC=CC=C12)NC(OC(C)(C)C)=O (1,1-dimethylethyl N-[(S) 1-[[2-[1,3-dioxo-3-(2-thiazolylamino)-propyl]-6-(trifluoromethyl)-phenyl]-aminocarbonyl]-2-(1H-indol-3-yl)-ethyl]-carbamate). The yield is 106.1%. Reaction SMILES: [C:1]([NH:4][C:5]1[S:6][CH:7]=[CH:8][N:9]=1)(=[O:3])[CH3:2].C([Li])CCC.[NH:15]1[C:23]2[C:18](=[CH:19][CH:20]=[CH:21][CH:22]=2)[C:17]([CH2:24][C@H:25]([NH:41][C:42](=[O:48])[O:43][C:44]([CH3:47])([CH3:46])[CH3:45])[C:26]2[O:31][C:30](=[O:32])[C:29]3[CH:33]=[CH:34][CH:35]=[C:36]([C:37]([F:40])([F:39])[F:38])[C:28]=3[N:27]=2)=[CH:16]1>O1CCCC1.CCCCCC>[O:32]=[C:30]([C:29]1[CH:33]=[CH:34][CH:35]=[C:36]([C:37]([F:38])([F:39])[F:40])[C:28]=1[NH:27][C:26]([C@@H:25]([NH:41][C:42](=[O:48])[O:43][C:44]([CH3:46])([CH3:45])[CH3:47])[CH2:24][C:17]1[C:18]2[C:23](=[CH:22][CH:21]=[CH:20][CH:19]=2)[NH:15][CH:16]=1)=[O:31])[CH2:2][C:1](=[O:3])[NH:4][C:5]1[S:6][CH:7]=[CH:8][N:9]=1. Reported procedure: Using the procedure of Step B of Example 7, a solution of 18.34 g of 2-acetylaminothiazole in 565 ml of tetrahydrofuran, 184 ml of a solution of n-butyllithium in hexane and 20.3 g of the product of Step A in 150 ml of tetrahydrofuran were reacted to obtain 28 g of 1,1-dimethylethyl N-[(S) 1-[[2-[1,3-dioxo-3-(2-thiazolylamino)-propyl]-6-(trifluoromethyl)-phenyl]-aminocarbonyl]-2-(1H-indol-3-yl)-ethyl]-carbamate as an orange oil which was used as is in the following step. Starting materials: CCOC(=O)C(C)(C)Oc1ccc(OCCc2nc(-c3ccc(Oc4ccccc4)cc3)oc2C)cc1, CCO, [Na+], [OH-]. Product: Cc1oc(-c2ccc(Oc3ccccc3)cc2)nc1CCOc1ccc(OC(C)(C)C(=O)O)cc1. RXN SMILES: [CH2:1]([CH3:2])[O:3][C:4]([C:5]([CH3:6])([O:7][c:8]1[cH:9][cH:10][c:11]([O:14][CH2:15][CH2:16][c:17]2[n:18][c:19](-[c:23]3[cH:24][cH:25][c:26]([O:29][c:30]4[cH:31][cH:32][cH:33][cH:34][cH:35]4)[cH:27][cH:28]3)[o:20][c:21]2[CH3:22])[cH:12][cH:13]1)[CH3:36])=[O:37].[CH3:40][CH2:41][OH:42].[Na+:39].[OH-:38]>>[O:3]=[C:4]([C:5]([CH3:6])([O:7][c:8]1[cH:9][cH:10][c:11]([O:14][CH2:15][CH2:16][c:17]2[n:18][c:19](-[c:23]3[cH:24][cH:25][c:26]([O:29][c:30]4[cH:31][cH:32][cH:33][cH:34][cH:35]4)[cH:27][cH:28]3)[o:20][c:21]2[CH3:22])[cH:12][cH:13]1)[CH3:36])[OH:37]. The reactants are O1CCN(CC1)C1=CC=C(C=N1)NC1=NC(=CC=2N=CNC(C21)=O)Cl (5-(6-morpholinopyridin-3-ylamino)-7-chloropyrido[4,3-d]pyrimidin-4(3H)-one), C(CN)N (ethylene diamine). Reaction conditions: temperature 150 celsius. The product is NCCNC1=CC=2N=CNC(C2C(=N1)NC=1C=NC(=CC1)N1CCOCC1)=O (7-(2-aminoethylamino)-5-(6-morpholinopyridin-3-ylamino)pyrido[4,3-d]pyrimidin-4(3H)-one). RXN SMILES: [O:1]1[CH2:6][CH2:5][N:4]([C:7]2[N:12]=[CH:11][C:10]([NH:13][C:14]3[C:23]4[C:22](=[O:24])[NH:21][CH:20]=[N:19][C:18]=4[CH:17]=[C:16](Cl)[N:15]=3)=[CH:9][CH:8]=2)[CH2:3][CH2:2]1.[CH2:26]([NH2:29])[CH2:27][NH2:28]>>[NH2:28][CH2:27][CH2:26][NH:29][C:16]1[N:15]=[C:14]([NH:13][C:10]2[CH:11]=[N:12][C:7]([N:4]3[CH2:5][CH2:6][O:1][CH2:2][CH2:3]3)=[CH:8][CH:9]=2)[C:23]2[C:22](=[O:24])[NH:21][CH:20]=[N:19][C:18]=2[CH:17]=1. Procedure: A mixture of starting material 5-(6-morpholinopyridin-3-ylamino)-7-chloropyrido[4,3-d]pyrimidin-4(3H)-one (20 mg, 0.055 mmol) and ethylene diamine (200 uL, used as solvent as well) was heated at 150° C. overnight. The excess diamine was removed under reduced pressure, and the residue was subject to HPLC-MS for purification to the final product 7-(2-aminoethylamino)-5-(6-morpholinopyridin-3-ylamino)pyrido[4,3-d]pyrimidin-4(3H)-one. Reactants: BrC=1C=C(C(=C(C1)C(CC)O)OC)OC (1-(5-bromo-2,3-dimethoxyphenyl)propan-1-ol), CCN(CC)S(F)(F)F (DAST). Solvent: C(Cl)Cl (DCM). Run at temperature 0 celsius. The product is BrC=1C=C(C(=C(C1)C(CC)F)OC)OC (5-bromo-1-(1-fluoropropyl)-2,3-dimethoxybenzene). Yield: 80.0%. As a reaction SMILES: [Br:1][C:2]1[CH:3]=[C:4]([O:14][CH3:15])[C:5]([O:12][CH3:13])=[C:6]([CH:8](O)[CH2:9][CH3:10])[CH:7]=1.CCN(S(F)(F)[F:22])CC>C(Cl)Cl>[Br:1][C:2]1[CH:3]=[C:4]([O:14][CH3:15])[C:5]([O:12][CH3:13])=[C:6]([CH:8]([F:22])[CH2:9][CH3:10])[CH:7]=1. Procedure details: To a stirred solution of 1-(5-bromo-2,3-dimethoxyphenyl)propan-1-ol (400 mg, 1.45 mmol) in DCM (10 mL) at −78° C. was added DAST (0.58 mL, 4.36 mmol) and stirred the reaction for 10 min at −78° C., then warmed to 0° C. for 2 h. The reaction was quenched with water and saturated aqueous NH4Cl (100 mL), extracted with EtOAc, dried over NasSO4 and concentrated in vacuo. The crude product was purified by flash column chromatography on silica gel using 30% EtOAc in hexanes as an eluent to furnish 5-b... Reactants: Cl[Sn]Cl (SnCl2), C1=C(C=CC2=CC=CC=C12)C(=C)N1CCCC1 ([1-(2-naphthyl)vinyl]pyrrolidine), 21-acetylnaphthone, N1CCCC1 (pyrrolidine), CC1=NC(=C(C(=N1)Cl)[N+](=O)[O-])Cl (2-methyl-4,6-dichloro-5-nitropyrimidine), C(C)(C)N(C(C)C)CC (N,N-diisopropylethylamine), N1CCCCC1 (piperidine), Cl[Sn]Cl (SnCl2). Reagents/catalysts: Cl[Ti](Cl)(Cl)Cl (TiCl4). The solvent is CN(C)C=O (DMF), CCN(CC)CC (NEt3). Reaction conditions: temperature 140 celsius, time 2.5 hour. The product is CC1NC(CC(C1)C1=NC=C2C(N1)=CC=N2)C2=CC1=CC=CC=C1C=C2 (2-methyl-6-(2-naphthyl)-4-piperidylpyrrolo[3,2-d]pyrimidine). Isolated yield 55.0%. RXN SMILES: [CH:1]1[C:10]2[C:5](=[CH:6][CH:7]=[CH:8][CH:9]=2)[CH:4]=[CH:3]C=1C(N1CCCC1)=C.[NH:18]1[CH2:22][CH2:21][CH2:20][CH2:19]1.[CH3:23][C:24]1[N:29]=C(Cl)C([N+]([O-])=O)=[C:26](Cl)[N:25]=1.[CH:35]([N:38](CC)[CH:39]([CH3:41])[CH3:40])([CH3:37])[CH3:36].N1CCCCC1.Cl[Sn]Cl>CN(C=O)C.Cl[Ti](Cl)(Cl)Cl.CCN(CC)CC>[CH3:41][CH:39]1[CH2:40][CH:23]([C:24]2[NH:29][C:21]3=[CH:20][CH:19]=[N:18][C:22]3=[CH:26][N:25]=2)[CH2:37][CH:35]([C:36]2[CH:3]=[CH:4][C:5]3[C:10](=[CH:9][CH:8]=[CH:7][CH:6]=3)[CH:1]=2)[NH:38]1. Procedure details: Using the method described in Example 30 by employing [1-(2-naphthyl)vinyl]pyrrolidine (freshly prepared before use from 21-acetylnaphthone (Aldrich Chemical Company), pyrrolidine and TiCl4 (1.91 g, 8.60 mmol), 2-methyl-4,6-dichloro-5-nitropyrimidine (Example 76(b)) (1.78 g, 8.60 mmol), N,N-diisopropylethylamine (1.5 mL, 8.6 mmol), piperidine (1.4 mL, 13.8 mmol), NEt3 (1.9 mL) and SnCl2 (23 mL of a 2 M soln in DMF). In this example the SnCl2 solution was added to the reaction mixture at 140° C. ...